This data is from the Open Reaction Database (ORD), a public repository of structured organic reaction records. The task is: describe an organic reaction: reactants, conditions, products, and yield Reactants: ClC=1C(=NC=NC1Cl)N (5,6-dichloropyrimidin-4-amine), NCC1CCN(CC1)C(=O)OC(C)(C)C (tert-butyl 4-(aminomethyl)piperidine-1-carboxylate), O(C1=CC=CC=C1)C1=CC=C(C=C1)B(O)O ((4-phenoxyphenyl)boronic acid), C(C)(=O)O (acetic acid). The product is NC1=C(C(=NC=N1)NCC1CCN(CC1)C(C)=O)C1=CC=C(C=C1)OC1=CC=CC=C1 (1-(4-(((6-amino-5-(4-phenoxyphenyl)pyrimidin-4-yl)amino)methyl)piperidin-1-yl)ethanone). As a reaction SMILES: Cl[C:2]1[C:3]([NH2:9])=[N:4][CH:5]=[N:6][C:7]=1Cl.[NH2:10][CH2:11][CH:12]1[CH2:17][CH2:16][N:15]([C:18]([O:20]C(C)(C)C)=O)[CH2:14][CH2:13]1.[O:25]([C:32]1[CH:37]=[CH:36][C:35](B(O)O)=[CH:34][CH:33]=1)[C:26]1[CH:31]=[CH:30][CH:29]=[CH:28][CH:27]=1.[C:41](O)(=O)C>>[NH2:9][C:3]1[N:4]=[CH:5][N:6]=[C:7]([NH:10][CH2:11][CH:12]2[CH2:13][CH2:14][N:15]([C:18](=[O:20])[CH3:41])[CH2:16][CH2:17]2)[C:2]=1[C:29]1[CH:30]=[CH:31][C:26]([O:25][C:32]2[CH:37]=[CH:36][CH:35]=[CH:34][CH:33]=2)=[CH:27][CH:28]=1. Procedure: 1-(4-(((6-amino-5-(4-phenoxyphenyl)pyrimidin-4-yl)amino)methyl)piperidin-1-yl)ethanone was prepared from 5,6-dichloropyrimidin-4-amine, tert-butyl 4-(aminomethyl)piperidine-1-carboxylate, (4-phenoxyphenyl)boronic acid, and acetic acid using methods B, C, D, and E. HPLC purity: 100%. MS: m/z=418 [M+H]+. 1H-NMR (DMSO-d6) δ 8.36 (s, 1H), 7.46 (t, 2H), 7.29-7.01 (m, 10H), 4.32 (d, 1H), 3.78 (d, 1H), 3.24 (m, 2H), 2.94 (t, 1H), 2.46 (t, 1H), 1.97 (s, 3H), 1.79 (s, 1H), 1.58 (t, 2H), 1.07-0.87 (m, 2H)... Reactants: FC1=C(C=CC=C1)C1=CC=C(C=C1)C(CC(=O)N)C (3-(2'-fluoro-4-biphenylyl)-butyramide), C[Mg]I (methyl magnesium iodide), ice, [Mg] (magnesium), CI (methyl iodide), S(O)(O)(=O)=O (sulfuric acid). The solvent is C(Cl)Cl (methylene chloride), CCOCC (ether). Yields the product FC1=C(C=CC=C1)C1=CC=C(C=C1)C(CC(C)=O)C (4-(2'-Fluoro-4-biphenylyl)-2-pentanone). Reaction SMILES: [F:1][C:2]1[CH:7]=[CH:6][CH:5]=[CH:4][C:3]=1[C:8]1[CH:13]=[CH:12][C:11]([CH:14]([CH3:19])[CH2:15][C:16](N)=[O:17])=[CH:10][CH:9]=1.[CH3:20][Mg]I.[Mg].CI.S(=O)(=O)(O)O>C(Cl)Cl.CCOCC>[F:1][C:2]1[CH:7]=[CH:6][CH:5]=[CH:4][C:3]=1[C:8]1[CH:13]=[CH:12][C:11]([CH:14]([CH3:19])[CH2:15][C:16](=[O:17])[CH3:20])=[CH:10][CH:9]=1. Reported procedure: A solution of 25.7 gm (0.1 mol) of 3-(2'-fluoro-4-biphenylyl)-butyramide in 750 ml of dry methylene chloride was added dropwise over a period of one hour to a methyl magnesium iodide solution which was prepared from 12.2 gm (0.5 mol) of magnesium and 71 gm (0.5 mol) of methyl iodide in a total of 400 ml of anhydrous ether, and the resulting mixture was refluxed for 6 hours to make the reaction go to completion. After cooling, the reaction mixture was stirred into a mixture consisting of 2 kg of ... The reactants are CI, [K+], [OH-], Cc1occc(=O)c1OCCCO. The product is COCCCOc1c(C)occc1=O. As a reaction SMILES: [CH3:16][I:17].[K+:15].[OH-:14].[OH:1][CH2:2][CH2:3][CH2:4][O:5][c:6]1[c:7]([CH3:13])[o:8][cH:9][cH:10][c:11]1=[O:12]>>[O:1]([CH2:2][CH2:3][CH2:4][O:5][c:6]1[c:7]([CH3:13])[o:8][cH:9][cH:10][c:11]1=[O:12])[CH3:16]. The reactants are CC(CCCC1(C)OCC2(CC=O)CCC1O2)COC1CCCCO1, CC(C)=O, CC(C)O, CCOC(C)=O, C=[N+]=[N-], O. The product is COC(=O)CC12CCC(O1)C(C)(CCCC(C)COC1CCCCO1)OC2. Reaction SMILES: [CH3:1][C:2]1([CH2:13][CH2:14][CH2:15][CH:16]([CH2:17][O:18][CH:19]2[O:20][CH2:21][CH2:22][CH2:23][CH2:24]2)[CH3:25])[O:3][CH2:4][C:5]2([CH2:10][CH:11]=[O:12])[CH2:6][CH2:7][CH:8]1[O:9]2.[CH3:26][C:27]([CH3:28])=[O:29].[CH3:30][CH:31]([OH:32])[CH3:33].[CH3:38][CH2:39][O:40][C:41](=[O:42])[CH3:43].[N+:34](=[CH2:35])=[N-:36].[OH2:37]>>[CH3:1][C:2]1([CH2:13][CH2:14][CH2:15][CH:16]([CH2:17][O:18][CH:19]2[O:20][CH2:21][CH2:22][CH2:23][CH2:24]2)[CH3:25])[O:3][CH2:4][C:5]2([CH2:10][C:11](=[O:12])[O:29][CH3:27])[CH2:6][CH2:7][CH:8]1[O:9]2.